Task: describe an organic reaction: reactants, conditions, products, and yield. Dataset: the Open Reaction Database (ORD), a public repository of structured organic reaction records RXN SMILES: O.[N:2](=[CH:4][C:5](=[O:17])[CH2:6][C:7]([O:9][CH2:10][C:11]1[CH:16]=[CH:15][CH:14]=[CH:13][CH:12]=1)=[O:8])[OH:3].[CH2:18](O)[CH2:19][OH:20].O.C1(C)C=CC(S(O)(=O)=O)=CC=1>C1C=CC=CC=1>[CH2:19]1[O:20][C:5]([CH:4]=[N:2][OH:3])([CH2:6][C:7]([O:9][CH2:10][C:11]2[CH:12]=[CH:13][CH:14]=[CH:15][CH:16]=2)=[O:8])[O:17][CH2:18]1 |f:3.4|. Yields the product C1COC(CC(=O)OCC2=CC=CC=C2)(C=NO)O1 (benzyl oximino-acetoacetate ethylene ketal). Run in C1=CC=CC=C1 (benzene). Procedure: In a two liter flask fitted with a Dean Stark water separator and a condenser were placed in 186.5 g. (0.85 mole) of benzyl oximino-acetoacetate [1.1], 62 g. (1 mole) of ethylene glycol, 800 ml. of benzene (reagent grade) and 2 g. (10.5 mmole) of p-toluenesulfonic acid monohydrate. The reaction mixture was boiled at reflux until 15 ml. of water was removed (3 hours). The benzene solution was washed once with saturated sodium bicarbonate solution and once with brine. After drying over anhydrous s... Reactants: O (water), O.C1(=CC=C(C=C1)S(=O)(=O)O)C (p-toluenesulfonic acid monohydrate), N(O)=CC(CC(=O)OCC1=CC=CC=C1)=O (benzyl oximino-acetoacetate), C(CO)O (ethylene glycol). Isolated yield 94.0%.